Dataset: the Open Reaction Database (ORD), a public repository of structured organic reaction records. Task: describe an organic reaction: reactants, conditions, products, and yield Starting materials: ClC=1C(=NC=NC1Cl)N (5,6-dichloropyrimidin-4-amine), NCC1CCN(CC1)C(=O)OC(C)(C)C (tert-butyl 4-(aminomethyl)piperidine-1-carboxylate), FC(C1=CC=C(C=C1)B(O)O)(F)F ((4-(trifluoromethyl)phenyl)boronic acid), C(C=C)(=O)Cl (acryloyl chloride). Product: NC1=C(C(=NC=N1)NCC1CCN(CC1)C(C=C)=O)C1=CC=C(C=C1)C(F)(F)F (1-(4-(((6-amino-5-(4-(trifluoromethyl)phenyl)pyrimidin-4-yl)amino)methyl)piperidin-1-yl)prop-2-en-1-one). As a reaction SMILES: Cl[C:2]1[C:3]([NH2:9])=[N:4][CH:5]=[N:6][C:7]=1Cl.[NH2:10][CH2:11][CH:12]1[CH2:17][CH2:16][N:15]([C:18]([O:20]C(C)(C)C)=O)[CH2:14][CH2:13]1.[F:25][C:26]([F:37])([F:36])[C:27]1[CH:32]=[CH:31][C:30](B(O)O)=[CH:29][CH:28]=1.[C:38](Cl)(=O)[CH:39]=C>>[NH2:9][C:3]1[N:4]=[CH:5][N:6]=[C:7]([NH:10][CH2:11][CH:12]2[CH2:13][CH2:14][N:15]([C:18](=[O:20])[CH:38]=[CH2:39])[CH2:16][CH2:17]2)[C:2]=1[C:30]1[CH:31]=[CH:32][C:27]([C:26]([F:37])([F:36])[F:25])=[CH:28][CH:29]=1. Procedure details: 1-(4-(((6-amino-5-(4-(trifluoromethyl)phenyl)pyrimidin-4-yl)amino)methyl)piperidin-1-yl)prop-2-en-1-one was prepared from 5,6-dichloropyrimidin-4-amine, tert-butyl 4-(aminomethyl)piperidine-1-carboxylate, (4-(trifluoromethyl)phenyl)boronic acid, and acryloyl chloride in four steps according to general scheme 2, using methods I, C, D and G. MS: m/z=406 [M+H]+. 1H-NMR (400 MHz, DMSO-d6) δ 8.36 (s, 1H), 7.92 (d, 2H), 7.51 (d, 2H), 7.13 (t, 1H), 6.99 (s, 2H), 6.78 (dd, 1H), 6.07 (dd, 1H), 5.65 (dd, ... Starting materials: C1(CCC1)N1CCN(CC1)C(=O)C=1C=C2C=C(NC2=CC1)C(=O)N1CCC(CC1)(F)F ([5-(4-Cyclobutyl-piperazine-1-carbonyl)-1H-indol-2-yl]-(4,4-difluoro-piperidin-1-yl)-methanone), O1CCN(CC1)C1=NC=C(C=C1)B(O)O (2-morpholino-5-pyridineboronic acid), N1=CC=CC=C1 (pyridine). Reagents/catalysts: C(C)(=O)[O-].[Cu+2].C(C)(=O)[O-] (copper(II) acetate). Solvent: ClCCl (dichloromethane). Yields the product C1(CCC1)N1CCN(CC1)C(=O)C=1C=C2C=C(N(C2=CC1)C=1C=NC(=CC1)N1CCOCC1)C(=O)N1CCC(CC1)(F)F ([5-(4-Cyclobutyl-piperazine-1-carbonyl)-1-(6-morpholin-4-yl-pyridin-3-yl)-1H-indol-2-yl]-(4,4-difluoro-piperidin-1-yl)-methanone). Isolated yield 29.0%. Reaction SMILES: [CH:1]1([N:5]2[CH2:10][CH2:9][N:8]([C:11]([C:13]3[CH:14]=[C:15]4[C:19](=[CH:20][CH:21]=3)[NH:18][C:17]([C:22]([N:24]3[CH2:29][CH2:28][C:27]([F:31])([F:30])[CH2:26][CH2:25]3)=[O:23])=[CH:16]4)=[O:12])[CH2:7][CH2:6]2)[CH2:4][CH2:3][CH2:2]1.[O:32]1[CH2:37][CH2:36][N:35]([C:38]2[CH:43]=[CH:42][C:41](B(O)O)=[CH:40][N:39]=2)[CH2:34][CH2:33]1.N1C=CC=CC=1>ClCCl.C([O-])(=O)C.[Cu+2].C([O-])(=O)C>[CH:1]1([N:5]2[CH2:6][CH2:7][N:8]([C:11]([C:13]3[CH:14]=[C:15]4[C:19](=[CH:20][CH:21]=3)[N:18]([C:41]3[CH:40]=[N:39][C:38]([N:35]5[CH2:34][CH2:33][O:32][CH2:37][CH2:36]5)=[CH:43][CH:42]=3)[C:17]([C:22]([N:24]3[CH2:25][CH2:26][C:27]([F:30])([F:31])[CH2:28][CH2:29]3)=[O:23])=[CH:16]4)=[O:12])[CH2:9][CH2:10]2)[CH2:2][CH2:3][CH2:4]1 |f:4.5.6|. Procedure details: The title compound was synthesized in analogy to example 66, from [5-(4-cyclobutyl-piperazine-1-carbonyl)-1H-indol-2-yl]-(4,4-difluoro-piperidin-1-yl)-methanone (example 41), 2-morpholino-5-pyridineboronic acid, copper(II) acetate and pyridine in dichloromethane, to give the desired product as a light brown foam (29%). The reactants are BrC=1N=C(N2C1C(=NC=C2)C)[C@@H]2CC[C@H](CC2)CNC (1-((trans)-4-(1-bromo-8-methylimidazo[1,5-a]pyrazin-3-yl)cyclohexyl)-N-methylmethanamine), COC1=C2C=C(N(C2=CC=C1)C)C(=O)NC1=C(C=C(C=C1)B1OC(C(O1)(C)C)(C)C)OC (4-methoxy-N-(2-methoxy-4-(4,4,5,5-tetramethyl-1,3,2-dioxaborolan-2-yl)phenyl)-1-methyl-1H-indole-2-carboxamide). The product is COC1=C2C=C(N(C2=CC=C1)C)C(=O)NC1=C(C=C(C=C1)C=1N=C(N2C1C(=NC=C2)C)[C@@H]2CC[C@H](CC2)CNC)OC (4-methoxy-N-(2-methoxy-4-(8-methyl-3-((trans)-4-((methylamino)methyl)cyclohexyl)imidazo[1,5-a]pyrazin-1-yl)phenyl)-1-methyl-1H-indole-2-carboxamide). Isolated yield 16.7%. RXN SMILES: Br[C:2]1[N:3]=[C:4]([C@H:12]2[CH2:17][CH2:16][C@H:15]([CH2:18][NH:19][CH3:20])[CH2:14][CH2:13]2)[N:5]2[CH:10]=[CH:9][N:8]=[C:7]([CH3:11])[C:6]=12.[CH3:21][O:22][C:23]1[CH:31]=[CH:30][CH:29]=[C:28]2[C:24]=1[CH:25]=[C:26]([C:33]([NH:35][C:36]1[CH:41]=[CH:40][C:39](B3OC(C)(C)C(C)(C)O3)=[CH:38][C:37]=1[O:51][CH3:52])=[O:34])[N:27]2[CH3:32]>>[CH3:21][O:22][C:23]1[CH:31]=[CH:30][CH:29]=[C:28]2[C:24]=1[CH:25]=[C:26]([C:33]([NH:35][C:36]1[CH:41]=[CH:40][C:39]([C:2]3[N:3]=[C:4]([C@H:12]4[CH2:17][CH2:16][C@H:15]([CH2:18][NH:19][CH3:20])[CH2:14][CH2:13]4)[N:5]4[CH:10]=[CH:9][N:8]=[C:7]([CH3:11])[C:6]=34)=[CH:38][C:37]=1[O:51][CH3:52])=[O:34])[N:27]2[CH3:32]. Reported procedure: Reaction of the impure 1-((trans)-4-(1-bromo-8-methylimidazo[1,5-a]pyrazin-3-yl)cyclohexyl)-N-methylmethanamine (20 mg) and 4-methoxy-N-(2-methoxy-4-(4,4,5,5-tetramethyl-1,3,2-dioxaborolan-2-yl)phenyl)-1-methyl-1H-indole-2-carboxamide (26 mg) according to the procedure described in example 4 step 4c and purification by column chromatography (silica gel; dichloromethane with gradient 0 to 20% of methanol (containing 0.1% ammonium hydroxide)) gave 4-methoxy-N-(2-methoxy-4-(8-methyl-3-((trans)-4-((... Reactants: C1CCOC1, CCOP(=O)(CC(=O)NC1CCc2ccccc21)OCC, CCOc1cc(C=O)ccc1-n1cnc(C)c1, CCOC(C)=O, [Li+], [OH-], O, O. Yields the product CCOc1cc(C=CC(=O)NC2CCc3ccccc32)ccc1-n1cnc(C)c1. As a reaction SMILES: [CH2:1]1[O:2][CH2:3][CH2:4][CH2:5]1.[CH2:23]([O:24][P:25](=[O:26])([O:27][CH2:28][CH3:29])[CH2:31][C:32]([NH:33][CH:34]1[CH2:35][CH2:36][c:37]2[cH:38][cH:39][cH:40][cH:41][c:42]21)=[O:43])[CH3:30].[CH2:6]([CH3:7])[O:8][c:9]1[cH:10][c:11]([CH:12]=[O:13])[cH:14][cH:15][c:16]1-[n:17]1[cH:18][n:19][c:20]([CH3:22])[cH:21]1.[CH3:47][CH2:48][O:49][C:50](=[O:51])[CH3:52].[Li+:46].[OH-:45].[OH2:44].[OH2:53]>>[CH2:6]([CH3:7])[O:8][c:9]1[cH:10][c:11]([CH:12]=[CH:31][C:32]([NH:33][CH:34]2[CH2:35][CH2:36][c:37]3[cH:38][cH:39][cH:40][cH:41][c:42]32)=[O:43])[cH:14][cH:15][c:16]1-[n:17]1[cH:18][n:19][c:20]([CH3:22])[cH:21]1. Starting materials: C1(CC=CCCCC1)C(CC)=O (1-cyclooct-3-enylpropan-1-one), C(C)O (ethanol). The reagents and catalysts are [Pd] (palladium on charcoal). Reaction conditions: time 40 minute. Yields the product C1(CCCCCCC1)CC(C)=O (1-cyclooctylpropanone). Isolated yield 52.0%. RXN SMILES: [CH:1]1([C:9](=O)[CH2:10][CH3:11])[CH2:8][CH2:7][CH2:6][CH2:5][CH:4]=[CH:3][CH2:2]1.C([OH:15])C>[Pd]>[CH:1]1([CH2:9][C:10](=[O:15])[CH3:11])[CH2:8][CH2:7][CH2:6][CH2:5][CH2:4][CH2:3][CH2:2]1. Procedure details: A solution of 1-cyclooct-3-enylpropan-1-one (1.5 g, 9 mmol) in ethanol (20 ml) was treated with 10% palladium on charcoal (0.09 g) at room temperature and the resulting suspension was hydrogenated during 40 min. at 20 bars. After filtration through Celite® and concentration under vacuum, the crude product was purified by flash chromatography (hexane/Et2O 19:1) to give 0.78 g of 1-cyclooctylpropanone (52%). Starting materials: C(C)(=O)N[C@H](C(=O)OC)CC1=CC=C(C=C1)[Sn](C)(C)C (Methyl (2S)-2-acetamido-3-(4-trimethylstannylphenyl)propanoate), BrC=1C2=CC=CC=C2C=C2C=CC=CC12 (9-bromoanthracene), C1(=C(C=CC=C1)P(C1=C(C=CC=C1)C)C1=C(C=CC=C1)C)C (tri-o-tolylphosphine), N#N (N2). Reagents/catalysts: C(C)(=O)[O-].[Pd+2].C(C)(=O)[O-] (palladium acetate). Solvent: CN(C)C=O (DMF), CO.C(Cl)Cl (MeOH DCM), C(C)OCC (diethyl ether). Reaction conditions: temperature 70 celsius, time 16 hour. Product: C(C)(=O)N[C@H](C(=O)OC)CC1=CC=C(C=C1)C=1C2=CC=CC=C2C=C2C=CC=CC12 (Methyl (2S)-2-acetamido-3-(4-[9-anthracenyl]phenyl)-propanoate). Isolated yield 66.0%. As a reaction SMILES: [C:1]([NH:4][C@@H:5]([CH2:10][C:11]1[CH:16]=[CH:15][C:14]([Sn](C)(C)C)=[CH:13][CH:12]=1)[C:6]([O:8][CH3:9])=[O:7])(=[O:3])[CH3:2].Br[C:22]1[C:23]2[C:28]([CH:29]=[C:30]3[C:35]=1[CH:34]=[CH:33][CH:32]=[CH:31]3)=[CH:27][CH:26]=[CH:25][CH:24]=2.C1(C)C=CC=CC=1P(C1C=CC=CC=1C)C1C=CC=CC=1C.N#N>CN(C=O)C.C(OCC)C.C([O-])(=O)C.[Pd+2].C([O-])(=O)C.CO.C(Cl)Cl>[C:1]([NH:4][C@@H:5]([CH2:10][C:11]1[CH:16]=[CH:15][C:14]([C:22]2[C:35]3[C:30]([CH:29]=[C:28]4[C:23]=2[CH:24]=[CH:25][CH:26]=[CH:27]4)=[CH:31][CH:32]=[CH:33][CH:34]=3)=[CH:13][CH:12]=1)[C:6]([O:8][CH3:9])=[O:7])(=[O:3])[CH3:2] |f:6.7.8,9.10|. Procedure details: A solution of 95 (192 mg, 0.50 mmol), 9-bromoanthracene (141 mg, 0.55 mmol), palladium acetate (6 mg, 0.025 mmol), and tri-o-tolylphosphine (15 mg, 0.05 mmol) in DMF (2 mL) was flushed with N2 for 15 min then heated to 70° C. and allowed to stir for 16 h. The reaction was diluted with diethyl ether (20 mL) and washed with water (5×20 mL), dried and evaporated. The crude product was purified by flash column chromatography (15% EtOAc/hexane then 5% MeOH/DCM) to yield the title compound (133 mg, 0.... Starting materials: NCCCN (1,3-diamino propane), [H][H] (hydrogen). The product is NCCCN (H2N(CH2)3NH2), 15, N1CCC1 (azetidine). RXN SMILES: [H][H].[NH2:3][CH2:4][CH2:5][CH2:6][NH2:7]>>[NH2:3][CH2:4][CH2:5][CH2:6][NH2:7].[NH:7]1[CH2:4][CH2:5][CH2:6]1. Procedure: A catalyst as described in Example 2 is charged to the reactor and its temperature raised to 150°C under a flow of hydrogen. When a feed of 1,3-diamino propane is passed over the catalyst at LHSV 0.4 at mole ratio H2 :H2N(CH2)3NH2 of 15 a conversion of the feed of 10% at high selectivity to azetidine results. As a reaction SMILES: [F:1][C:2]1[C:7]([F:8])=[C:6]([C:9]([F:12])([F:11])[F:10])[CH:5]=[CH:4][C:3]=1B1OC(C)(C)C(C)(C)O1.[NH2:22][C:23]1[C:28]([F:29])=[C:27](Cl)[N:26]=[C:25]([C:31]([O:33][CH3:34])=[O:32])[C:24]=1[CH:35]=[CH2:36].C(=O)([O-])[O-].[Na+].[Na+].C(#N)C>[Cl-].[Na+].O.Cl[Pd](Cl)([P](C1C=CC=CC=1)(C1C=CC=CC=1)C1C=CC=CC=1)[P](C1C=CC=CC=1)(C1C=CC=CC=1)C1C=CC=CC=1.O>[NH2:22][C:23]1[C:28]([F:29])=[C:27]([C:3]2[CH:4]=[CH:5][C:6]([C:9]([F:10])([F:11])[F:12])=[C:7]([F:8])[C:2]=2[F:1])[N:26]=[C:25]([C:31]([O:33][CH3:34])=[O:32])[C:24]=1[CH:35]=[CH2:36] |f:2.3.4,6.7.8,^1:51,70|. Yield: 25.0%. Reported procedure: In a microwave vessel, a suspension of 2-(2,3-difluoro-4-(trifluoromethyl)phenyl)-4,4,5,5-tetramethyl-1,3,2-dioxaborolane (commercially available) (0.641 g, 2.081 mmol), methyl 4-amino-6-chloro-5-fluoro-3-vinylpicolinate (Head G) (0.4 g, 1.734 mmol), bis(triphenyl phosphine)palladium(II) chloride (0.122 g, 0.173 mmol) and sodium carbonate (0.368 g, 3.47 mmol) in a 3:1 mixture of acetonitrile (3.25 mL) and water (1.084 mL) was stirred under microwave irradiation (120° C., 20 min). The reaction mi... The product is NC1=C(C(=NC(=C1F)C1=C(C(=C(C=C1)C(F)(F)F)F)F)C(=O)OC)C=C (methyl 4-amino-6-(2,3-difluoro-4-(trifluoromethyl)phenyl)-5-fluoro-3-vinylpicolinate). Run at temperature 120 celsius, time 20 minute. Reagents/catalysts: Cl[Pd]([P](C1=CC=CC=C1)(C2=CC=CC=C2)C3=CC=CC=C3)([P](C4=CC=CC=C4)(C5=CC=CC=C5)C6=CC=CC=C6)Cl (bis(triphenyl phosphine)palladium(II) chloride). Reactants: C(C)#N (acetonitrile), FC1=C(C=CC(=C1F)C(F)(F)F)B1OC(C(O1)(C)C)(C)C (2-(2,3-difluoro-4-(trifluoromethyl)phenyl)-4,4,5,5-tetramethyl-1,3,2-dioxaborolane), NC1=C(C(=NC(=C1F)Cl)C(=O)OC)C=C (methyl 4-amino-6-chloro-5-fluoro-3-vinylpicolinate), C([O-])([O-])=O.[Na+].[Na+] (sodium carbonate). Solvent: O (water), [Cl-].[Na+].O (brine). The reactants are S(=O)(=O)(C1=CC=C(C)C=C1)OCC1(C([C@H]2[C@]34C=5C(=C(C=CC5C[C@H]([C@@H]3C1)N(CC4)C)OC)O2)=O)COS(=O)(=O)C2=CC=C(C)C=C2 (7,7-Bis(tosyloxymethyl)-4,5α-epoxy-3-methoxy-17-methyl-morphinan-6-one), CC(=O)O (HOAc), [BH4-].[Na+] (NaBH4). The solvent is CCO (EtOH), C(Cl)(Cl)Cl (CHCl3). Yields the product S(=O)(=O)(C1=CC=C(C)C=C1)OCC1([C@@H]([C@H]2[C@]34C=5C(=C(C=CC5C[C@H]([C@@H]3C1)N(CC4)C)OC)O2)O)COS(=O)(=O)C2=CC=C(C)C=C2 (7,7-Bis(tosyloxymethyl)-4,5α-epoxy-3-methoxy-17-methyl-morphinan-6α-ol). RXN SMILES: [S:1]([O:11][CH2:12][C:13]1([CH2:35][O:36][S:37]([C:40]2[CH:46]=[CH:45][C:43]([CH3:44])=[CH:42][CH:41]=2)(=[O:39])=[O:38])[CH2:26][C@@H:25]2[C@:16]34[CH2:29][CH2:28][N:27]([CH3:30])[C@@H:24]2[CH2:23][C:22]2[CH:21]=[CH:20][C:19]([O:31][CH3:32])=[C:18]([O:33][C@H:15]3[C:14]1=[O:34])[C:17]4=2)([C:4]1[CH:10]=[CH:9][C:7]([CH3:8])=[CH:6][CH:5]=1)(=[O:3])=[O:2].[BH4-].[Na+].CC(O)=O>CCO.C(Cl)(Cl)Cl>[S:37]([O:36][CH2:35][C:13]1([CH2:12][O:11][S:1]([C:4]2[CH:10]=[CH:9][C:7]([CH3:8])=[CH:6][CH:5]=2)(=[O:2])=[O:3])[CH2:26][C@@H:25]2[C@:16]34[CH2:29][CH2:28][N:27]([CH3:30])[C@@H:24]2[CH2:23][C:22]2[CH:21]=[CH:20][C:19]([O:31][CH3:32])=[C:18]([O:33][C@H:15]3[C@H:14]1[OH:34])[C:17]4=2)([C:40]1[CH:41]=[CH:42][C:43]([CH3:44])=[CH:45][CH:46]=1)(=[O:39])=[O:38] |f:1.2|. Procedure details: A solution of 10 (20.0 g, 30 mmole) in a mixture of 95% EtOH (200 mL) and CHCl3 (100 mL) was cooled in an ice bath and NaBH4 (3.4 g, 90 mmole) added portionwise over 10 min. The mixture was stirred for 90 min. in the cold, excess HOAc added to destroy the hydride and the solution evaporated. The residue was partitioned between CHCl3 and dilute NH4OH and further processed in the usual fashion. Evaporation gave a quantitative yield of 11 as a foam which contained traces of 6β-ol 2 and other impuri... Reactants: COC(COC1=C2C(=C(N(C2=CC=C1)CC1=CC=CC=C1)CC)CC(=O)N)=O (2-[[3-(2-amino-2-oxoethyl)-2-ethyl-1-(phenylmethyl)-1H-indol-4-yl]oxy]acetic acid methyl ester), [OH-].[Na+] (NaOH), O (Water), C(C)(=O)OCC (ethyl acetate). Run in CO (MeOH). Run at time 1 hour. Product: NC(CC1=C(N(C2=CC=CC(=C12)OCC(=O)O)CC1=CC=CC=C1)CC)=O (2-[[3-(2-amino-2-oxoethyl)-2-ethyl-1-(phenylmethyl)-1H-indol-4-yl]oxy]acetic acid). Yield: 94.5%. As a reaction SMILES: C[O:2][C:3](=[O:28])[CH2:4][O:5][C:6]1[CH:14]=[CH:13][CH:12]=[C:11]2[C:7]=1[C:8]([CH2:24][C:25]([NH2:27])=[O:26])=[C:9]([CH2:22][CH3:23])[N:10]2[CH2:15][C:16]1[CH:21]=[CH:20][CH:19]=[CH:18][CH:17]=1.[OH-].[Na+].O.C(OCC)(=O)C>CO>[NH2:27][C:25](=[O:26])[CH2:24][C:8]1[C:7]2[C:11](=[CH:12][CH:13]=[CH:14][C:6]=2[O:5][CH2:4][C:3]([OH:28])=[O:2])[N:10]([CH2:15][C:16]2[CH:21]=[CH:20][CH:19]=[CH:18][CH:17]=2)[C:9]=1[CH2:22][CH3:23] |f:1.2|. Procedure details: A mixture of 100 mg (0.26 mmol) of 2-[[3-(2-amino-2-oxoethyl)-2-ethyl-1-(phenylmethyl)-1H-indol-4-yl]oxy]acetic acid methyl ester and 2 mL of 1M NaOH in 6 mL of MeOH Tunas heated to dissolve all materials and then stirred at room temperature for 1 hour. Water and ethyl acetate were added and the aqueous layer separated, made acidic to pH 3 with 1N HCl and ethyl acetate added. The insoluble material was filtered. The ethyl acetate solution gas washed with brine, dried (MgSO4), and concentrated at...